This data is from the Open Reaction Database (ORD), a public repository of structured organic reaction records. The task is: describe an organic reaction: reactants, conditions, products, and yield Reactants: ClC1=NC=NC2=C(C=CC=C12)F (4-chloro-8-fluoroquinazoline), FC(C=1C=CC(=NC1)OC1=CC=C(C=C1)CCO)(F)F (2-(4-(5-(trifluoromethyl)-2-pyridinyloxy)phenyl)ethanol), Cl (hydrogen chloride). Run in C1(=CC=CC=C1)C (toluene). The product is FC=1C=CC=C2C(=NC=NC12)OCCC1=CC=C(C=C1)OC1=NC=C(C=C1)C(F)(F)F (8-Fluoro-4-(2-(4-(5-(trifluoromethyl)-2-pyridinyloxy)phenyl)ethoxy)quinazoline). As a reaction SMILES: Cl[C:2]1[C:11]2[C:6](=[C:7]([F:12])[CH:8]=[CH:9][CH:10]=2)[N:5]=[CH:4][N:3]=1.[F:13][C:14]([F:32])([F:31])[C:15]1[CH:16]=[CH:17][C:18]([O:21][C:22]2[CH:27]=[CH:26][C:25]([CH2:28][CH2:29][OH:30])=[CH:24][CH:23]=2)=[N:19][CH:20]=1.Cl>C1(C)C=CC=CC=1>[F:12][C:7]1[CH:8]=[CH:9][CH:10]=[C:11]2[C:6]=1[N:5]=[CH:4][N:3]=[C:2]2[O:30][CH2:29][CH2:28][C:25]1[CH:24]=[CH:23][C:22]([O:21][C:18]2[CH:17]=[CH:16][C:15]([C:14]([F:32])([F:13])[F:31])=[CH:20][N:19]=2)=[CH:27][CH:26]=1. Reported procedure: A mixture of 4-chloro-8-fluoroquinazoline (2.12 g, 12 mmol) and 2-(4-(5-(trifluoromethyl)-2-pyridinyloxy)phenyl)ethanol (2.83 g, 10 mmol) in 50 mL of toluene containing a catalytic amount of hydrogen chloride was stirred for several days. The title product was isolated by column chromatography. Yield 1.6 g. MP 116°-118° C. Reaction SMILES: [CH2:1]([CH3:2])[n:3]1[cH:4][c:5]([C:26](=[O:27])[OH:28])[c:6](=[O:25])[c:7]2[cH:8][c:9]3[c:10]([n:11][c:12]12)[cH:13][c:14]([N:18]1[CH2:19][CH:20]([CH3:24])[NH:21][CH2:22][CH2:23]1)[c:15]([F:17])[cH:16]3.[CH2:29]=[O:30].[CH:31]([OH:32])=[O:33]>>[CH2:1]([CH3:2])[n:3]1[cH:4][c:5]([C:26](=[O:27])[OH:28])[c:6](=[O:25])[c:7]2[cH:8][c:9]3[c:10]([n:11][c:12]12)[cH:13][c:14]([N:18]1[CH2:19][CH:20]([CH3:24])[N:21]([CH3:29])[CH2:22][CH2:23]1)[c:15]([F:17])[cH:16]3. Yields the product CCn1cc(C(=O)O)c(=O)c2cc3cc(F)c(N4CCN(C)C(C)C4)cc3nc21. Starting materials: CCn1cc(C(=O)O)c(=O)c2cc3cc(F)c(N4CCNC(C)C4)cc3nc21, C=O, O=CO.